From a dataset of the Open Reaction Database (ORD), a public repository of structured organic reaction records. describe an organic reaction: reactants, conditions, products, and yield Reactants: Cc1oc(-c2ccccc2)nc1COc1ccc(COc2ncccc2CCO)cc1, CC#N, [O-][Cl+][O-], [O-]Cl, [Na+], [Na+], [Na+], [Na+], O=P([O-])([O-])[O-], O, O=S([O-])[O-]. Product: Cc1oc(-c2ccccc2)nc1COc1ccc(COc2ncccc2CC(=O)O)cc1. RXN SMILES: [CH3:1][c:2]1[c:3]([CH2:13][O:14][c:15]2[cH:16][cH:17][c:18]([CH2:19][O:20][c:21]3[n:22][cH:23][cH:24][cH:25][c:26]3[CH2:27][CH2:28][OH:29])[cH:30][cH:31]2)[n:4][c:5](-[c:7]2[cH:8][cH:9][cH:10][cH:11][cH:12]2)[o:6]1.[CH3:50][C:51]#[N:52].[Cl+:40]([O-:41])[O-:42].[Cl:37][O-:38].[Na+:39].[Na+:43].[Na+:48].[Na+:49].[O-:32][P:33](=[O:34])([O-:35])[O-:36].[OH2:53].[S:44]([O-:45])([O-:46])=[O:47]>>[CH3:1][c:2]1[c:3]([CH2:13][O:14][c:15]2[cH:16][cH:17][c:18]([CH2:19][O:20][c:21]3[n:22][cH:23][cH:24][cH:25][c:26]3[CH2:27][C:28](=[O:29])[OH:32])[cH:30][cH:31]2)[n:4][c:5](-[c:7]2[cH:8][cH:9][cH:10][cH:11][cH:12]2)[o:6]1. Reactants: 1a, ClC=1C=C(C=CC1Cl)C1CC2(C(NC(C2)=O)=O)C2=CC(=CC=C12)OC (3-(3,4-Dichlorophenyl)-6-methoxyspiro[indan-1,3'-pyrrolidin]-2',5'-dione), Cl (HCl). Yields the product ClC=1C=C(C=CC1Cl)C1CC2(CNCC2)C2=CC(=CC=C12)OC (3-(3,4-Dichlorophenyl)-6-methoxyspiro[indan-1,3'-pyrrolidine]). RXN SMILES: [Cl:1][C:2]1[CH:3]=[C:4]([CH:9]2[C:23]3[C:18](=[CH:19][C:20]([O:24][CH3:25])=[CH:21][CH:22]=3)[C:11]3([CH2:15][C:14](=O)[NH:13][C:12]3=O)[CH2:10]2)[CH:5]=[CH:6][C:7]=1[Cl:8].Cl>>[Cl:1][C:2]1[CH:3]=[C:4]([CH:9]2[C:23]3[C:18](=[CH:19][C:20]([O:24][CH3:25])=[CH:21][CH:22]=3)[C:11]3([CH2:15][CH2:14][NH:13][CH2:12]3)[CH2:10]2)[CH:5]=[CH:6][C:7]=1[Cl:8]. Reported procedure: Using a procedure similar to that described in Example 3, except replacing the 1a used therein with the 1c, the title compound was prepared; 1H NMR (free base) (CDCl3): δ 1.40-2.05 (m, 4H, CH2), 2.45 (m, 2H, CH2), 2.98-3.65 (m, 3H, CH2 and NH), 3.80 (s, 3H, OCH3),4.28 (t, 1H, CH), 6.71-6.81 (m, 3H, Ar--H), 7.0 (d, 1H, Ar--H), 7.21-7.38 (m, 2H, Ar--H). Elemental analysis calcd. for Cl19H19Cl2NO.HCl: C, 59.52; H, 5.26; N, 3.66. Found: C, 59.61; H, 5.57; 2.95. The reactants are C(C)(C)[C@@H]1NC(OC1)=O (4-(S)-isopropyl-2-oxazolidinone), C(CCCCCCCCCCC)(=O)Cl (dodecanoyl chloride). The product is C(C)(C)[C@@H]1N(C(OC1)=O)C(CCCCCCCCCCC)=O (4-(S)-Isopropyl-3-(1-oxododecyl)-2-oxazolidinone). The yield is 86.9%. As a reaction SMILES: [CH:1]([C@H:4]1[CH2:8][O:7][C:6](=[O:9])[NH:5]1)([CH3:3])[CH3:2].[C:10](Cl)(=[O:22])[CH2:11][CH2:12][CH2:13][CH2:14][CH2:15][CH2:16][CH2:17][CH2:18][CH2:19][CH2:20][CH3:21]>>[CH:1]([C@H:4]1[CH2:8][O:7][C:6](=[O:9])[N:5]1[C:10](=[O:22])[CH2:11][CH2:12][CH2:13][CH2:14][CH2:15][CH2:16][CH2:17][CH2:18][CH2:19][CH2:20][CH3:21])([CH3:3])[CH3:2]. Reported procedure: Following the procedure described in Referential Example 3, but using 4-(S)-isopropyl-2-oxazolidinone (5.39 g) and dodecanoyl chloride (9.46 g), the desired compound (11.3 g) was obtained as a colorless oil. Starting materials: Br.N[C@@H](C)C(=O)N1[C@H](C(=O)NC2=CC=CC=C2)CCC1 (L-alanyl-L-proline anilide hydrobromide), C1(=CC=C(C=C1)S(=O)(=O)Cl)C (p-toluenesulphonyl chloride), 0.5-N, [OH-].[Na+] (sodium hydroxide). Solvent: ClCCl (dichloromethane), ClCCl (dichloromethane). Run at time 90 minute. Product: C1(=CC=C(C=C1)S(=O)(=O)N[C@@H](C)C(=O)N1[C@H](C(=O)NC2=CC=CC=C2)CCC1)C (N-(p-toluenesulphonyl)-L-alanyl-L-proline anilide). The yield is 93.4%. RXN SMILES: Br.[NH2:2][C@H:3]([C:5]([N:7]1[CH2:20][CH2:19][CH2:18][C@H:8]1[C:9]([NH:11][C:12]1[CH:17]=[CH:16][CH:15]=[CH:14][CH:13]=1)=[O:10])=[O:6])[CH3:4].[OH-].[Na+].[C:23]1([CH3:33])[CH:28]=[CH:27][C:26]([S:29](Cl)(=[O:31])=[O:30])=[CH:25][CH:24]=1>ClCCl>[C:23]1([CH3:33])[CH:28]=[CH:27][C:26]([S:29]([NH:2][C@H:3]([C:5]([N:7]2[CH2:20][CH2:19][CH2:18][C@H:8]2[C:9]([NH:11][C:12]2[CH:13]=[CH:14][CH:15]=[CH:16][CH:17]=2)=[O:10])=[O:6])[CH3:4])(=[O:31])=[O:30])=[CH:25][CH:24]=1 |f:0.1,2.3|. Procedure details: 1.71 g (0.005 mol) of L-alanyl-L-proline anilide hydrobromide were suspended in 20 ml of dichloromethane. To the suspension were added 22 ml of 0.5-N sodium hydroxide solution followed by 1.05 g (1.1 equivalents) of p-toluenesulphonyl chloride. The mixture was stirred vigorously for 90 minutes. 50 ml of dichloromethane were added, the organic layer was separated, washed with 50 ml of brine, dried over magnesium sulphate and evaporated to an oil which crystallised upon the addition of petroleum e... RXN SMILES: [CH3:30][C:31]([CH3:32])([O-:33])[CH3:34].[CH3:36][OH:37].[F:1][c:2]1[cH:3][c:4]([CH:13]2[CH2:14][CH:15]([C:26](=[O:27])[O:28][CH3:29])[CH2:16][N:17]([C:19](=[O:20])[O:21][C:22]([CH3:23])([CH3:24])[CH3:25])[CH2:18]2)[cH:5][cH:6][c:7]1[O:8][C:9]([F:10])([F:11])[F:12].[K+:35]>>[F:1][c:2]1[cH:3][c:4]([CH:13]2[CH2:14][CH:15]([C:26](=[O:27])[OH:28])[CH2:16][N:17]([C:19](=[O:20])[O:21][C:22]([CH3:23])([CH3:24])[CH3:25])[CH2:18]2)[cH:5][cH:6][c:7]1[O:8][C:9]([F:10])([F:11])[F:12]. Starting materials: CC(C)(C)[O-], CO, COC(=O)C1CC(c2ccc(OC(F)(F)F)c(F)c2)CN(C(=O)OC(C)(C)C)C1, [K+]. Yields the product CC(C)(C)OC(=O)N1CC(C(=O)O)CC(c2ccc(OC(F)(F)F)c(F)c2)C1. The reactants are C(CCC)C1=NNC(C2=CC(=CC=C12)OC)=O (4-butyl-7-methoxy-2H-phthalazin-1-one), P(=O)(Cl)(Cl)Cl (phosphoryl chloride). Product: C(CCC)C1=NN=C(C2=CC(=CC=C12)OC)Cl (4-Butyl-1-chloro-7-methoxyphthalazine). As a reaction SMILES: [CH2:1]([C:5]1[C:14]2[C:9](=[CH:10][C:11]([O:15][CH3:16])=[CH:12][CH:13]=2)[C:8](=O)[NH:7][N:6]=1)[CH2:2][CH2:3][CH3:4].P(Cl)(Cl)([Cl:20])=O>>[CH2:1]([C:5]1[C:14]2[C:9](=[CH:10][C:11]([O:15][CH3:16])=[CH:12][CH:13]=2)[C:8]([Cl:20])=[N:7][N:6]=1)[CH2:2][CH2:3][CH3:4]. Reported procedure: This compound is obtained according to the procedure described in 1.3. by reacting 4-butyl-7-methoxy-2H-phthalazin-1-one with phosphoryl chloride. The product is CC=1C(C=C(C(C1C)=O)C)=O (2,3,5-trimethyl-p-benzoquinone). The yield is 85.9%. Reported procedure: A solution of 15.2 g (100 mmol) of 2,3,6-trimethylhydroquinone in 150 ml of acetic acid and a 28.4 g (250 mmol) of 30% by weight aqueous hydrogen peroxide were simultaneously added dropwise to a stirred solution of 0.68 g (2.0 mmol) of iron 5,14-dihydrodibenzo[b,i][5,9,14,18]tetraaza[14]annulene, 2.52 g (2.0 mmol) of a 40% by weight aqueous solution of pentasodium diethylenetriaminepentaacetate and 0.5 ml of concentrated sulfuric acid in 50 ml of acetic acid at 40° C. with cooling. The reaction ... RXN SMILES: [CH3:1][C:2]1[C:8]([CH3:9])=[C:7]([OH:10])[CH:6]=[C:5]([CH3:11])[C:3]=1[OH:4].OO.C(N(CC([O-])=O)CCN(CC([O-])=O)CC([O-])=O)CN(CC([O-])=O)CC([O-])=O.[Na+].[Na+].[Na+].[Na+].[Na+].S(=O)(=O)(O)O>C(O)(=O)C>[CH3:9][C:8]1[C:7](=[O:10])[CH:6]=[C:5]([CH3:11])[C:3](=[O:4])[C:2]=1[CH3:1] |f:2.3.4.5.6.7|. The reactants are CC1=C(O)C(=CC(=C1C)O)C (2,3,6-trimethylhydroquinone), OO (hydrogen peroxide), iron 5,14-dihydrodibenzo[b,i][5,9,14,18]tetraaza[14]annulene, C(CN(CC(=O)[O-])CC(=O)[O-])N(CCN(CC(=O)[O-])CC(=O)[O-])CC(=O)[O-].[Na+].[Na+].[Na+].[Na+].[Na+] (pentasodium diethylenetriaminepentaacetate), S(O)(O)(=O)=O (sulfuric acid). Solvent: C(C)(=O)O (acetic acid), C(C)(=O)O (acetic acid). Procedure details: The title compound was synthesized according to the procedure described in example 1 using 2,6-dichloro-quinoline-5-carboxylic acid ((1R,3R)-1-hydroxy-3methyl-cyclohexylmethyl)-amide, DIPEA and ((S)—N,N-dimethylpyrrolidin-3-amine. 1H NMR (400 MHz, DMSO-d6) δ ppm 8.75 (1H), 7.85 (m, 1H), 7.58 (2H), 7.05 (1H), 4.16 (s, 1H), 4.00 (t, 2H), 3.80 (t, 1H), 3.55 (m, 1H), 3.26 (m, 2H), 2.44 (m, 2H), 2.22 (s, 6H), 2.06 (m, 2H), 1.85 (m, 2H), 1.74-1.76 (m, 5H), 1.27 (t, 1H), 1.07 (t, 1H), 0.83 (d, 3H). m/z... As a reaction SMILES: [OH:1][C@:2]1([CH2:9][NH:10][C:11]([C:13]2[C:14]3[CH:15]=[CH:16][C:17](Cl)=[N:18][C:19]=3[CH:20]=[CH:21][C:22]=2[Cl:23])=[O:12])[CH2:7][CH2:6][CH2:5][C@@H:4]([CH3:8])[CH2:3]1.CCN(C(C)C)C(C)C.[CH3:34][N:35]([CH3:41])[C@H:36]1[CH2:40][CH2:39][NH:38][CH2:37]1>>[OH:1][C@:2]1([CH2:9][NH:10][C:11]([C:13]2[C:14]3[CH:15]=[CH:16][C:17]([N:38]4[CH2:39][CH2:40][C@H:36]([N:35]([CH3:41])[CH3:34])[CH2:37]4)=[N:18][C:19]=3[CH:20]=[CH:21][C:22]=2[Cl:23])=[O:12])[CH2:7][CH2:6][CH2:5][C@@H:4]([CH3:8])[CH2:3]1. Product: O[C@]1(C[C@@H](CCC1)C)CNC(=O)C=1C=2C=CC(=NC2C=CC1Cl)N1C[C@H](CC1)N(C)C (6-Chloro-2-((S)-3-dimethylamino-pyrrolidin-1-yl)-quinoline-5-carboxylic acid ((1R,3R)-1-hydroxy-3-methyl-cyclohexylmethyl)-amide). Starting materials: O[C@]1(C[C@@H](CCC1)C)CNC(=O)C=1C=2C=CC(=NC2C=CC1Cl)Cl (2,6-dichloro-quinoline-5-carboxylic acid ((1R,3R)-1-hydroxy-3methyl-cyclohexylmethyl)-amide), CCN(C(C)C)C(C)C (DIPEA), CN([C@@H]1CNCC1)C ((S)—N,N-dimethylpyrrolidin-3-amine).